Dataset: the Open Reaction Database (ORD), a public repository of structured organic reaction records. Task: describe an organic reaction: reactants, conditions, products, and yield Yields the product ON1C(CC(CC1(C)C)OCC1CO1)(C)C (1-Oxyl-2,2,6,6-tetramethyl-4-glycidyloxypiperidine). As a reaction SMILES: [OH:1][N:2]1[C:7]([CH3:9])([CH3:8])[CH2:6][CH:5]([OH:10])[CH2:4][C:3]1([CH3:12])[CH3:11].[CH2:13]([CH:15]1[O:17][CH2:16]1)Cl>[Br-].C([N+](CCCC)(CCCC)CCCC)CCC.[OH-].[Na+].C1(C)C=CC=CC=1>[OH:1][N:2]1[C:7]([CH3:8])([CH3:9])[CH2:6][CH:5]([O:10][CH2:13][CH:15]2[O:17][CH2:16]2)[CH2:4][C:3]1([CH3:12])[CH3:11] |f:2.3,4.5|. The reagents and catalysts are [Br-].C(CCC)[N+](CCCC)(CCCC)CCCC (tetrabutylammonium bromide). The solvent is [OH-].[Na+] (sodium hydroxide), C1(=CC=CC=C1)C (toluene). Procedure details: A vigorously stirred two phase solution of 1-oxyl-2,2,6,6-tetramethyl-4-hydroxypiperidine, epichlorohydrin, tetrabutylammonium bromide in 50% aqueous sodium hydroxide and toluene is reacted together. The organic phase is dried over anhydrous magnesium sulfate and concentrated to yield the title compound as a low melting red solid after column chromatography. Starting materials: ON1C(CC(CC1(C)C)O)(C)C (1-oxyl-2,2,6,6-tetramethyl-4-hydroxypiperidine), C(Cl)C1CO1 (epichlorohydrin). The reactants are COC=1C=CC2=C(OC3=C(C(C2)N2CCN(CC2)C)C=C(C=C3)C)C1 (4-[10,11-dihydro-3-methoxy-8-methyl-dibenz[b,f]oxepin-10-yl]-1-methyl-piperazine), C(Cl)Cl (methylene chloride), C(Cl)Cl (methylene chloride), B(Br)(Br)Br (boron tribromide). The solvent is CO (methanol). The product is Br.Br.CC=1C=CC2=C(C(CC3=C(O2)C=C(C=C3)O)N3CCN(CC3)C)C1 (10,11-dihydro-8-methyl-10-(4-methyl-1-piperazinyl)-dibenz[b,f]-oxepin-3-ol dihydrobromide). Reaction SMILES: C[O:2][C:3]1[CH:4]=[CH:5][C:6]2[CH2:12][CH:11]([N:13]3[CH2:18][CH2:17][N:16]([CH3:19])[CH2:15][CH2:14]3)[C:10]3[CH:20]=[C:21]([CH3:24])[CH:22]=[CH:23][C:9]=3[O:8][C:7]=2[CH:25]=1.C(Cl)Cl.B(Br)(Br)[Br:30]>CO>[BrH:30].[BrH:30].[CH3:24][C:21]1[CH:22]=[CH:23][C:9]2[O:8][C:7]3[CH:25]=[C:3]([OH:2])[CH:4]=[CH:5][C:6]=3[CH2:12][CH:11]([N:13]3[CH2:18][CH2:17][N:16]([CH3:19])[CH2:15][CH2:14]3)[C:10]=2[CH:20]=1 |f:4.5.6|. Reported procedure: 4.0 G. of 4-[10,11-dihydro-3-methoxy-8-methyl-dibenz[b,f]oxepin-10-yl]-1-methyl-piperazine are dissolved in 600 ml. of methylene chloride, treated with a solution of 8.9 g. of boron tribromide in 90 ml. of methylene chloride and stirred at room temperature for 20 hours. The residue is taken up in 150 ml. of methanol, boiled at reflux for 30 minutes with active carbon, filtered, concentrated to about 70 ml., treated with ether until turbidity sets in, and there is obtained crystalline 10,11-dihyd... The reactants are BrCCCCCCCCCCCO.O1C(CCCC1)OC1OCCCC1 (11-bromo-1-undecanol tetrahydropyranyl ether), C([O-])([O-])=O.[K+].[K+] (potassium carbonate), BrCCCCCCCCCCCO.O1C(CCCC1)OC1OCCCC1 (11-bromo-1-undecanol tetrahydropyranyl ether), C1(=CC=CC=C1)P(C1=CC=CC=C1)C1=CC=CC=C1 (triphenyl phosphine). The solvent is C(C)#N (acetonitrile). Product: [Br-].C1(=CC=CC=C1)[P+](CCCCCCCCCCCOC(C)=O)(C1=CC=CC=C1)C1=CC=CC=C1 (Triphenyl-(11-acetoxy-undecyl)-phosphonium bromide). RXN SMILES: [Br:1][CH2:2][CH2:3][CH2:4][CH2:5][CH2:6][CH2:7][CH2:8][CH2:9][CH2:10][CH2:11][CH2:12][OH:13].[O:14]1CCC[CH2:16][CH:15]1OC1CCCCO1.[C:27]1([P:33]([C:40]2[CH:45]=[CH:44][CH:43]=[CH:42][CH:41]=2)[C:34]2[CH:39]=[CH:38][CH:37]=[CH:36][CH:35]=2)[CH:32]=[CH:31][CH:30]=[CH:29][CH:28]=1.C(=O)([O-])[O-].[K+].[K+]>C(#N)C>[Br-:1].[C:40]1([P+:33]([C:27]2[CH:28]=[CH:29][CH:30]=[CH:31][CH:32]=2)([C:34]2[CH:39]=[CH:38][CH:37]=[CH:36][CH:35]=2)[CH2:2][CH2:3][CH2:4][CH2:5][CH2:6][CH2:7][CH2:8][CH2:9][CH2:10][CH2:11][CH2:12][O:13][C:15](=[O:14])[CH3:16])[CH:41]=[CH:42][CH:43]=[CH:44][CH:45]=1 |f:0.1,3.4.5,7.8|. Procedure: A solution of 30 g. (0.102 moles) of 11-bromo-undecanol acetate (Formula VI, X=Br, Y=COCH3), 26.72 g. (0.102 moles) of triphenyl phosphine and 0.5 g. of potassium carbonate in 100 ml. of dry acetonitrile is refluxed for 15 hours. The solution is cooled, diluted with 200 ml. of dry ether, and the upper ether phase is decanted from the separated oily substance. This operation is repeated twice with 200 ml. of dry ether. The obtained 45.3 g. (80%) of triphenyl-(11-acetoxy-undecyl)-phosphonium bromi... Run at temperature -78 celsius, time 0.5 hour. The yield is 45.0%. Reaction SMILES: Cl.[NH2:2][CH2:3][C:4]1[C:13]2[C:8](=[C:9]([O:16]C)[C:10]([O:14]C)=[CH:11][CH:12]=2)[CH2:7][CH:6]([C:18]2[CH:23]=[CH:22][CH:21]=[CH:20][CH:19]=2)[CH:5]=1.B(Br)(Br)[Br:25].CO>C(Cl)Cl>[BrH:25].[NH2:2][CH2:3][C:4]1[C:13]2[C:8](=[C:9]([OH:16])[C:10]([OH:14])=[CH:11][CH:12]=2)[CH2:7][CH:6]([C:18]2[CH:19]=[CH:20][CH:21]=[CH:22][CH:23]=2)[CH:5]=1 |f:0.1,5.6|. The solvent is C(Cl)Cl (methylene chloride). Product: Br.NCC1=CC(CC2=C(C(=CC=C12)O)O)C1=CC=CC=C1 (1-Aminomethyl-5,6-dihydroxy-3-phenyl-3,4-dihydronaphthalene Hydrobromide). The reactants are Cl.NCC1=CC(CC2=C(C(=CC=C12)OC)OC)C1=CC=CC=C1 (1-Aminomethyl-5,6-dimethoxy-3-phenyl-3,4-dihydronaphthalene hydrochloride), B(Br)(Br)Br (boron tribromide), CO (Methanol). Procedure details: 1-Aminomethyl-5,6-dimethoxy-3-phenyl-3,4-dihydronaphthalene hydrochloride (6.0 g, 20.2 mmol), from Step 2, was suspended in 200 mL of methylene chloride and boron tribromide (90.5 mL of 1M solution of BBr3 in methylene chloride) was added dropwise while the reaction mixture was being cooled (to -78° C.) in a dry ice/acetone bath. The reaction mixture was warmed to 0° C. and stirred for 0.5 h, then again cooled to -78° C. in a dry ice/acetone bath. Methanol (50 mL) was added dropwise to the react... The reactants are FC(C=1C=NC=C(C1)Br)(F)F (3-Trifluoromethyl-5-bromopyridine), CC=1N=C(SC1)NC(=O)C1=NC(=CC(=C1)B1OC(C(O1)(C)C)(C)C)C (6-Methyl-4-(4,4,5,5-tetramethyl-[1,3,2]dioxa-borolan-2-yl)-pyridine-2-carboxylic acid (4-methyl-thiazol-2-yl)-amide). Reaction SMILES: [F:1][C:2]([F:11])([F:10])[C:3]1[CH:4]=[N:5][CH:6]=[C:7](Br)[CH:8]=1.[CH3:12][C:13]1[N:14]=[C:15]([NH:18][C:19]([C:21]2[CH:26]=[C:25](B3OC(C)(C)C(C)(C)O3)[CH:24]=[C:23]([CH3:36])[N:22]=2)=[O:20])[S:16][CH:17]=1>>[CH3:12][C:13]1[N:14]=[C:15]([NH:18][C:19]([C:21]2[CH:26]=[C:25]([C:7]3[CH:6]=[N:5][CH:4]=[C:3]([C:2]([F:11])([F:10])[F:1])[CH:8]=3)[CH:24]=[C:23]([CH3:36])[N:22]=2)=[O:20])[S:16][CH:17]=1. Yields the product CC=1N=C(SC1)NC(=O)C1=NC(=CC(=C1)C=1C=NC=C(C1)C(F)(F)F)C (6′-Methyl-5-trifluoromethyl-[3,4′]bipyridinyl-2′-carboxylic acid (4-methyl-thiazol-2-yl)-amide). Procedure: The title compound, was prepared from 3-Trifluoromethyl-5-bromopyridine and 6-Methyl-4-(4,4,5,5-tetramethyl-[1,3,2]dioxa-borolan-2-yl)-pyridine-2-carboxylic acid (4-methyl-thiazol-2-yl)-amide in accordance with the general method of example 1, step 6 to yield the final compound as a white solid, MS (ISP): m/e=379.2 (M+H)+. Starting materials: CO (methanol), [S-2].C[Na] (methyl sodium sulfide), CO (methanol), ClC=1C=CC(=NC1)[N+](=O)[O-] (5-chloro-2-nitropyridine). Solvent: O (water). Conditions: time 8 hour. Yields the product CSC=1C=CC(=NC1)[N+](=O)[O-] (5-(methylthio)-2-nitropyridine). Isolated yield 83.8%. Reaction SMILES: CO.[S-2:3].[CH3:4][Na].Cl[C:7]1[CH:8]=[CH:9][C:10]([N+:13]([O-:15])=[O:14])=[N:11][CH:12]=1>O>[CH3:4][S:3][C:7]1[CH:8]=[CH:9][C:10]([N+:13]([O-:15])=[O:14])=[N:11][CH:12]=1 |f:1.2|. Procedure details: The methanol solution (2000 mL) of methyl sodium sulfide (150 g) was added dropwise into the methanol solution (4000 mL) of 5-chloro-2-nitropyridine (300 g), and the reaction temperature was kept below 0° C. After completing the dropping, the reactant was heated to room temperature, and stirred overnight. The solvent of the reaction mixture was discarded and 5 liters of water was added into the residue, then extracted with ethyl acetate. The organic layer was washed with saturated NaCl solution,... Reactants: O=C([O-])[O-], ClCCl, CC(C)c1cc(C(C)C)c(-c2ccccc2P(C2CCCCC2)C2CCCCC2)c(C(C)C)c1, Fc1cccc(CSc2nc(Cl)cc(OC3COC(c4ccccc4)OC3)n2)c1F, [Cs+], [Cs+], NS(=O)(=O)N1CCC1, O=C(C=Cc1ccccc1)C=Cc1ccccc1, O=C(C=Cc1ccccc1)C=Cc1ccccc1, C1COCCO1, O=C(C=Cc1ccccc1)C=Cc1ccccc1, [Pd], [Pd]. Yields the product O=S(=O)(Nc1cc(OC2COC(c3ccccc3)OC2)nc(SCc2cccc(F)c2F)n1)N1CCC1. As a reaction SMILES: [C:43](=[O:44])([O-:45])[O-:46].[CH2:85]([Cl:86])[Cl:87].[CH:9]1([P:10]([CH:11]2[CH2:12][CH2:13][CH2:14][CH2:15][CH2:16]2)[c:17]2[cH:18][cH:19][cH:20][cH:21][c:22]2-[c:23]2[c:24]([CH:25]([CH3:26])[CH3:27])[cH:28][c:29]([CH:30]([CH3:31])[CH3:32])[cH:33][c:34]2[CH:35]([CH3:36])[CH3:37])[CH2:38][CH2:39][CH2:40][CH2:41][CH2:42]1.[Cl:49][c:50]1[n:51][c:52]([S:69][CH2:70][c:71]2[c:72]([F:78])[c:73]([F:77])[cH:74][cH:75][cH:76]2)[n:53][c:54]([O:56][CH:57]2[CH2:58][O:59][CH:60]([c:63]3[cH:64][cH:65][cH:66][cH:67][cH:68]3)[O:61][CH2:62]2)[cH:55]1.[Cs+:47].[Cs+:48].[N:1]1([S:5](=[O:6])(=[O:7])[NH2:8])[CH2:2][CH2:3][CH2:4]1.[O:108]=[C:109]([CH:110]=[CH:111][c:112]1[cH:113][cH:114][cH:115][cH:116][cH:117]1)[CH:118]=[CH:119][c:120]1[cH:121][cH:122][cH:123][cH:124][cH:125]1.[O:126]=[C:127]([CH:128]=[CH:129][c:130]1[cH:131][cH:132][cH:133][cH:134][cH:135]1)[CH:136]=[CH:137][c:138]1[cH:139][cH:140][cH:141][cH:142][cH:143]1.[O:79]1[CH2:80][CH2:81][O:82][CH2:83][CH2:84]1.[O:90]=[C:91]([CH:92]=[CH:93][c:94]1[cH:95][cH:96][cH:97][cH:98][cH:99]1)[CH:100]=[CH:101][c:102]1[cH:103][cH:104][cH:105][cH:106][cH:107]1.[Pd:88].[Pd:89]>>[N:1]1([S:5](=[O:6])(=[O:7])[NH:8][c:50]2[n:51][c:52]([S:69][CH2:70][c:71]3[c:72]([F:78])[c:73]([F:77])[cH:74][cH:75][cH:76]3)[n:53][c:54]([O:56][CH:57]3[CH2:58][O:59][CH:60]([c:63]4[cH:64][cH:65][cH:66][cH:67][cH:68]4)[O:61][CH2:62]3)[cH:55]2)[CH2:2][CH2:3][CH2:4]1.